This data is from the Open Reaction Database (ORD), a public repository of structured organic reaction records. The task is: describe an organic reaction: reactants, conditions, products, and yield Reactants: C(C)(C)(C)OC(=O)N1CCC(CC1)OC1=CC(=C(C=C1)CC(=O)OC)OCC(C(F)(F)F)(F)F (methyl 4-(N-tert-butyloxycarbonyl-4-piperidinyloxy)-2-(2,2,3,3,3-pentafluoro-propyloxy)phenylacetate), [OH-].[Na+] (NaOH), solution. The solvent is CO (MeOH). The product is C(C)(C)(C)OC(=O)N1CCC(CC1)OC1=CC(=C(C=C1)CC(=O)O)OCC(C(F)(F)F)(F)F (4-(N-tert-Butyloxycarbonyl-4-piperidinyloxy)-2-(2,2,3,3,3-pentafluoropropyloxy)phenylacetic acid). Reaction SMILES: [C:1]([O:5][C:6]([N:8]1[CH2:13][CH2:12][CH:11]([O:14][C:15]2[CH:20]=[CH:19][C:18]([CH2:21][C:22]([O:24]C)=[O:23])=[C:17]([O:26][CH2:27][C:28]([F:34])([F:33])[C:29]([F:32])([F:31])[F:30])[CH:16]=2)[CH2:10][CH2:9]1)=[O:7])([CH3:4])([CH3:3])[CH3:2].[OH-].[Na+]>CO>[C:1]([O:5][C:6]([N:8]1[CH2:13][CH2:12][CH:11]([O:14][C:15]2[CH:20]=[CH:19][C:18]([CH2:21][C:22]([OH:24])=[O:23])=[C:17]([O:26][CH2:27][C:28]([F:34])([F:33])[C:29]([F:30])([F:31])[F:32])[CH:16]=2)[CH2:10][CH2:9]1)=[O:7])([CH3:4])([CH3:2])[CH3:3] |f:1.2|. Procedure details: To a stirred solution of methyl 4-(N-tert-butyloxycarbonyl-4-piperidinyloxy)-2-(2,2,3,3,3-pentafluoropropyloxy)phenylacetate (0.40 g, 0.82 mmol) from Step 2 above in MeOH (5 mL) was added a solution of aqueous NaOH (0.82 mL of a 2.0 N solution, 1.6 mmol). The mixture was refluxed for 3 h and then cooled to ambient temperature. The solvents were removed under reduced pressure and the residue was partitioned between EtOAc (50 mL) and 0.25 M aqueous citric acid (25 mL). The organic phase was separa... Reactants: C1(=CC=CC=C1)N1CNC(C12CCN(CC2)C2(OC1=C(N(C2)C2=CC=C(C=C2)F)C=CC(=C1)F)C)=O (2-(1-phenyl-1,3,8-triazaspiro[4,5]decan-4-one-8-yl)-methyl-4-(4-fluorophenyl)-7-fluoro-2,3-dihydro-4H-1,4-benzoxazine), Cl (hydrochloride). Product: COC1=C(C=CC=C1)N1CCN(CC1)C1(OC2=C(N(C1)C1=CC=C(C=C1)F)C=CC=C2)C (2-[4-(2-methoxyphenyl)-piperazin-1-yl]-methyl-4-(4-fluorophenyl)-2,3-dihydro-4H-1,4-benzoxazine). Reaction SMILES: C1(N2C3([CH2:16][CH2:15][N:14]([C:17]4([CH3:35])[CH2:22][N:21]([C:23]5[CH:28]=[CH:27][C:26](F)=[CH:25][CH:24]=5)[C:20]5[CH:30]=[CH:31][C:32]([F:34])=[CH:33][C:19]=5[O:18]4)CC3)C(=O)NC2)C=CC=CC=1.Cl>>[CH3:17][O:18][C:19]1[CH:33]=[CH:32][CH:31]=[CH:30][C:20]=1[N:21]1[CH2:23][CH2:24][N:14]([C:17]2([CH3:35])[CH2:22][N:21]([C:20]3[CH:19]=[CH:33][C:32]([F:34])=[CH:31][CH:30]=3)[C:23]3[CH:24]=[CH:25][CH:26]=[CH:27][C:28]=3[O:18]2)[CH2:15][CH2:16]1. Reported procedure: 2-(1-phenyl-1,3,8-triazaspiro[4,5]decan-4-one-8-yl)-methyl-4-(4-fluorophenyl)-7-fluoro-2,3-dihydro-4H-1,4-benzoxazine, m.p. 288°-292° C., as hydrochloride. The reactants are C#CCBr, CN(C)C=O, [H-], O=C1NC(=O)C2(c3ccc([N+](=O)[O-])cc3)CC1C2, [Na+]. Product: C#CCN1C(=O)C2CC(c3ccc([N+](=O)[O-])cc3)(C2)C1=O. As a reaction SMILES: [CH2:21]([C:22]#[CH:23])[Br:24].[CH3:25][N:26]([CH3:27])[CH:28]=[O:29].[H-:1].[N+:3](=[O:4])([O-:5])[c:6]1[cH:7][cH:8][c:9]([C:12]23[C:13](=[O:20])[NH:14][C:15](=[O:19])[CH:16]([CH2:17]2)[CH2:18]3)[cH:10][cH:11]1.[Na+:2]>>[N+:3](=[O:4])([O-:5])[c:6]1[cH:7][cH:8][c:9]([C:12]23[C:13](=[O:20])[N:14]([CH2:23][C:22]#[CH:21])[C:15](=[O:19])[CH:16]([CH2:17]2)[CH2:18]3)[cH:10][cH:11]1. Starting materials: Cc1ccccc1, O, OCC1=Cc2cc3ccccc3n2CC1. The product is OCC1CCn2c(cc3ccccc32)C1. Reaction SMILES: [CH3:17][c:18]1[cH:19][cH:20][cH:21][cH:22][cH:23]1.[O:1].[cH:2]1[c:3]2[cH:4][c:5]3[n:6]([c:7]2[cH:8][cH:9][cH:10]1)[CH2:11][CH2:12][C:13]([CH2:15][OH:16])=[CH:14]3>>[cH:2]1[c:3]2[cH:4][c:5]3[n:6]([c:7]2[cH:8][cH:9][cH:10]1)[CH2:11][CH2:12][CH:13]([CH2:15][OH:16])[CH2:14]3. The reactants are C1CCOC1, CC(=O)Cl, Cl, O=C(O)C=Cc1ccc(O)cc1, c1ccncc1. Yields the product CC(=O)Oc1ccc(C=CC(=O)O)cc1. RXN SMILES: [CH2:24]1[O:25][CH2:26][CH2:27][CH2:28]1.[CH3:19][C:20]([Cl:21])=[O:22].[ClH:23].[OH:1][c:2]1[cH:3][cH:4][c:5]([CH:6]=[CH:7][C:8](=[O:9])[OH:10])[cH:11][cH:12]1.[cH:13]1[cH:14][cH:15][n:16][cH:17][cH:18]1>>[O:1]([c:2]1[cH:3][cH:4][c:5]([CH:6]=[CH:7][C:8](=[O:9])[OH:10])[cH:11][cH:12]1)[C:20]([CH3:19])=[O:22]. Starting materials: C(C)(=O)OC1=CC(=C(C=C1)NC=O)N (3-Amino-4-(formylamino)phenyl acetate). Run in C(C)(=O)O (acetic acid). The product is C(C)(=O)OC1=CC2=C(NC=N2)C=C1 (1H-benzimidazol-5-yl acetate). The yield is 73.7%. Reaction SMILES: [C:1]([O:4][C:5]1[CH:10]=[CH:9][C:8]([NH:11][CH:12]=O)=[C:7]([NH2:14])[CH:6]=1)(=[O:3])[CH3:2]>C(O)(=O)C>[C:1]([O:4][C:5]1[CH:10]=[CH:9][C:8]2[NH:11][CH:12]=[N:14][C:7]=2[CH:6]=1)(=[O:3])[CH3:2]. Procedure: 3-Amino-4-(formylamino)phenyl acetate (10.3 g, 53.1 mmol) was dissolved in ˜100 mL of glacial acetic acid and heated at 65 degrees centigrade for approximately 18 hours. The reaction was concentrated and dried under vacuum. The residue was dissolved in ethyl acetate and washed three times with saturated NaHCO3. The organic layer was dried over MgSO4 and concentrated to give 6.89 g of 1H-benzimidazol-5-yl acetate. (M+1) 177.1, 1.02 min (LC/MS method B)